Dataset: the Open Reaction Database (ORD), a public repository of structured organic reaction records. Task: describe an organic reaction: reactants, conditions, products, and yield The reactants are C=C(CBr)C(=O)OCC, CCCCCCCCCCCCCCCCO, ClCCl, CN(C)c1ccccn1. The product is C=C(COCCCCCCCCCCCCCCCC)C(=O)OCC. As a reaction SMILES: [Br:27][CH2:28][C:29]([C:30](=[O:31])[O:32][CH2:33][CH3:34])=[CH2:35].[CH2:1]([CH2:2][CH2:3][CH2:4][CH2:5][CH2:6][CH2:7][CH2:8][CH2:9][CH2:10][CH2:11][CH2:12][CH2:13][CH2:14][CH2:15][CH3:16])[OH:17].[CH2:36]([Cl:37])[Cl:38].[CH3:18][N:19]([c:20]1[cH:21][cH:22][cH:23][cH:24][n:25]1)[CH3:26]>>[CH2:1]([CH2:2][CH2:3][CH2:4][CH2:5][CH2:6][CH2:7][CH2:8][CH2:9][CH2:10][CH2:11][CH2:12][CH2:13][CH2:14][CH2:15][CH3:16])[O:17][CH2:35][C:29](=[CH2:28])[C:30](=[O:31])[O:32][CH2:33][CH3:34]. As a reaction SMILES: [CH3:10][OH:11].[O:1]=[C:2]([CH2:3][C:4](=[O:5])[O:6][CH2:7][CH3:8])[CH3:9].[OH2:12]>>[OH:1][CH:2]([CH2:3][C:4](=[O:5])[O:6][CH2:7][CH3:8])[CH3:9]. Reactants: CO, CCOC(=O)CC(C)=O, O. The product is CCOC(=O)CC(C)O. Reaction conditions: time 3 day. Reaction SMILES: [CH3:1][O:2][C:3]1[CH:8]=[CH:7][C:6](/[C:9](/[CH2:16][CH2:17][CH3:18])=[CH:10]/[CH:11]=[CH:12]/[C:13]([OH:15])=[O:14])=[CH:5][CH:4]=1.[N+:19]([C:22]1[CH:27]=[CH:26][C:25](O)=[CH:24][CH:23]=1)([O-:21])=[O:20].C1(N=C=NC2CCCCC2)CCCCC1>ClCCl>[N+:19]([C:22]1[CH:27]=[CH:26][C:25]([O:14][C:13](=[O:15])/[CH:12]=[CH:11]/[CH:10]=[C:9](/[C:6]2[CH:5]=[CH:4][C:3]([O:2][CH3:1])=[CH:8][CH:7]=2)\[CH2:16][CH2:17][CH3:18])=[CH:24][CH:23]=1)([O-:21])=[O:20]. The reactants are COC1=CC=C(C=C1)/C(=C/C=C/C(=O)O)/CCC ((E,E)-5-(4-methoxyphenyl)-2,4-octadienoic acid), [N+](=O)([O-])C1=CC=C(C=C1)O (4-nitrophenol), C1(CCCCC1)N=C=NC1CCCCC1 (1,3-dicyclohexylcarbodiimide). The solvent is ClCCl (dichloromethane). The yield is 67.9%. Procedure details: As in Example 115, (E,E)-5-(4-methoxyphenyl)-2,4-octadienoic acid 2,47 g) and 4-nitrophenol (1.5 g) in 15 mL of dichloromethane was treated with 1,3-dicyclohexylcarbodiimide (1.86 g). The mixture was stirred at room temperature for 3 days. Crystallization of the crude product from 2-propanol furnished 2,5 g of (E,E)-5-(4-methoxyphenyl)-2,4-octadienoic acid 4-nitrophenyl ester, mp 90°-92° C. The product is [N+](=O)([O-])C1=CC=C(C=C1)OC(\C=C\C=C(/CCC)\C1=CC=C(C=C1)OC)=O ((E,E)-5-(4-methoxyphenyl)-2,4-octadienoic acid 4-nitrophenyl ester). The reactants are O=C([O-])O, CCOCC, Nc1ccc(C=CC(=O)O)cc1, [Na+], O, O=C(Cl)c1ccc(-c2ccccc2)cc1. Yields the product O=C(O)C=Cc1ccc(NC(=O)c2ccc(-c3ccccc3)cc2)cc1. As a reaction SMILES: [C:28](=[O:29])([O-:30])[OH:31].[CH3:34][CH2:35][O:36][CH2:37][CH3:38].[NH2:16][c:17]1[cH:18][cH:19][c:20]([CH:21]=[CH:22][C:23](=[O:24])[OH:25])[cH:26][cH:27]1.[Na+:32].[OH2:33].[c:1]1(-[c:7]2[cH:8][cH:9][c:10]([C:11](=[O:12])[Cl:13])[cH:14][cH:15]2)[cH:2][cH:3][cH:4][cH:5][cH:6]1>>[c:1]1(-[c:7]2[cH:8][cH:9][c:10]([C:11](=[O:12])[NH:16][c:17]3[cH:18][cH:19][c:20]([CH:21]=[CH:22][C:23](=[O:24])[OH:25])[cH:26][cH:27]3)[cH:14][cH:15]2)[cH:2][cH:3][cH:4][cH:5][cH:6]1.